From a dataset of the Open Reaction Database (ORD), a public repository of structured organic reaction records. describe an organic reaction: reactants, conditions, products, and yield Solvent: P(=O)([O-])([O-])[O-] (phosphate), C(C)(C)O (isopropanol). Yields the product C1[C@H](O[C@H](S1)CO)N2C=C(C(=NC2=O)N)F.C(CCC)(=O)[O-] ((−)-FTC butyrate). The reactants are solution 650, ester, C1[C@@H](O[C@@H](S1)CO)N2C=C(C(=NC2=O)N)F ((+)-FTC), C(CCC)(=O)[O-] (butyrate), C1[C@H](O[C@H](S1)CO)N2C=C(C(=NC2=O)N)F ((−)-FTC), C1[C@@H](O[C@@H](S1)CO)N2C=C(C(=NC2=O)N)F ((+)-FTC), ester, C1[C@H](O[C@H](S1)CO)N2C=C(C(=NC2=O)N)F ((−)-FTC). Procedure: The following example illustrates the state of the art using high amounts of enzyme catalysts in a of homogeneous system. To a solution of 1 ml of Altus PLE solution 650 units/ml from Altus Biologics, Inc. in 39 ml of 0.3 M phosphate buffer (pH 7.5) was added 10 ml of 10% FTC butyrate in isopropanol. The resulting mixture was stirred 24˜26° C. and the reaction progress was monitored by HPLC. The conversion reached 51% and the optical purity of the remaining chiral nonracemic ester compound was g... Reaction SMILES: [C:1]([O-:6])(=[O:5])[CH2:2][CH2:3][CH3:4].[CH2:7]1[S:11][C@@H:10]([CH2:12][OH:13])[O:9][C@H:8]1[N:14]1[C:19](=[O:20])[N:18]=[C:17]([NH2:21])[C:16]([F:22])=[CH:15]1.C1S[C@H](CO)O[C@@H]1N1C(=O)N=C(N)C(F)=C1>P([O-])([O-])([O-])=O.C(O)(C)C>[CH2:7]1[S:11][C@H:10]([CH2:12][OH:13])[O:9][C@@H:8]1[N:14]1[C:19](=[O:20])[N:18]=[C:17]([NH2:21])[C:16]([F:22])=[CH:15]1.[C:1]([O-:6])(=[O:5])[CH2:2][CH2:3][CH3:4] |f:5.6|. Run at time 8 hour. Reactants: OOS(=O)[O-].[K+] (Oxone), COC1=CC=CC=2C=C(OC21)SC (7-methoxy-2-methylsulfanylbenzofuran), O (water). Procedure details: A solution of Oxone® (7.37 g) in water (40 ml) was added to a solution of 7-methoxy-2-methylsulfanylbenzofuran (2.24 g) and the reaction mixture was stirred at room temperature overnight. The methanol was removed in vacuo and the resulting slurry was extracted with ethyl acetate (2×200 ml). The combined organic phases were washed with brine (200 ml) and then dried over sodium sulfate. The solvent was removed in vacuo to furnish the title compound as a yellow solid (2.24 g). Yields the product CS(=O)(=O)C=1OC2=C(C1)C=CC=C2OC (2-Methanesulfonyl-7-methoxybenzofuran). Reaction SMILES: [OH:1]OS([O-])=O.[K+].[CH3:7][O:8][C:9]1[C:17]2[O:16][C:15]([S:18][CH3:19])=[CH:14][C:13]=2[CH:12]=[CH:11][CH:10]=1.[OH2:20]>>[CH3:19][S:18]([C:15]1[O:16][C:17]2[C:9]([O:8][CH3:7])=[CH:10][CH:11]=[CH:12][C:13]=2[CH:14]=1)(=[O:1])=[O:20] |f:0.1|. Starting materials: FC=1C=C(C=CC1[Sn](C)(C)C)N1C(OC(C1)CNC(C)=O)=O ((±)-N-[[3-[3-fluoro-4-(trimethylstannyl)phenyl]-2-oxo-5-oxazolidinyl]methyl]acetamide), BrC=1C=C2C=CC=NC2=CC1 (6-bromoquinoline). Reagents/catalysts: Cl[Pd]([P](C1=CC=CC=C1)(C2=CC=CC=C2)C3=CC=CC=C3)([P](C4=CC=CC=C4)(C5=CC=CC=C5)C6=CC=CC=C6)Cl (bis(triphenyl-phosphine)palladium(II) chloride). Run in CN(C)C=O (DMF). Conditions: time 2 hour. Product: FC=1C=C(C=CC1C=1C=C2C=CC=NC2=CC1)N1C(OC(C1)CNC(C)=O)=O ((±)-N-[[3-[3-fluoro-4-(6-quinolyl)phenyl]-2-oxo-5-oxazolidinyl]methyl]acetamide). Reaction SMILES: [F:1][C:2]1[CH:3]=[C:4]([N:12]2[CH2:16][CH:15]([CH2:17][NH:18][C:19](=[O:21])[CH3:20])[O:14][C:13]2=[O:22])[CH:5]=[CH:6][C:7]=1[Sn](C)(C)C.Br[C:24]1[CH:25]=[C:26]2[C:31](=[CH:32][CH:33]=1)[N:30]=[CH:29][CH:28]=[CH:27]2>Cl[Pd](Cl)([P](C1C=CC=CC=1)(C1C=CC=CC=1)C1C=CC=CC=1)[P](C1C=CC=CC=1)(C1C=CC=CC=1)C1C=CC=CC=1.CN(C=O)C>[F:1][C:2]1[CH:3]=[C:4]([N:12]2[CH2:16][CH:15]([CH2:17][NH:18][C:19](=[O:21])[CH3:20])[O:14][C:13]2=[O:22])[CH:5]=[CH:6][C:7]=1[C:24]1[CH:25]=[C:26]2[C:31](=[CH:32][CH:33]=1)[N:30]=[CH:29][CH:28]=[CH:27]2 |^1:36,55|. Procedure details: (±)-N-[[3-[3-fluoro-4-(trimethylstannyl)phenyl]-2-oxo-5-oxazolidinyl]methyl]acetamide (PREPARATION 19, 0.367 g, 0.88 mmol), 6-bromoquinoline (0.239 g, 1.15 mmol) and bis(triphenyl-phosphine)palladium(II) chloride (0.062 g, 0.088 mmol) are combined with DMF (10 ml). The reaction mixture is thoroughly purged with nitrogen and then heated to 80° under nitrogen. After 2 hr, little progress is noted by TLC and so the reaction mixture is heated to 95° for a further 2 hr. At this point, TLC revealed th... Reactants: NC1=NC=C2N=CN(C2=N1)C[C@@H](CCOC([C@@H](NC(=O)OC(C)(C)C)C(C)C)=O)COC(CCCCCCCCCCCCCCCCC)=O ((R)-2-Amino-9-(2-Stearoyloxymethyl-4-(N-tert-butoxycarbonyl-L-valyloxy)butyl)purine), FC(C(=O)O)(F)F (trifluoroacetic acid). The product is NC1=NC=C2N=CN(C2=N1)C[C@@H](CCOC([C@@H](N)C(C)C)=O)COC(CCCCCCCCCCCCCCCCC)=O ((R)-2-Amino-9-(2-stearoyloxymethyl-4-(L-valyloxy)butyl)purine). Yield: 124.4%. RXN SMILES: [NH2:1][C:2]1[N:10]=[C:9]2[C:5]([N:6]=[CH:7][N:8]2[CH2:11][C@H:12]([CH2:30][O:31][C:32](=[O:50])[CH2:33][CH2:34][CH2:35][CH2:36][CH2:37][CH2:38][CH2:39][CH2:40][CH2:41][CH2:42][CH2:43][CH2:44][CH2:45][CH2:46][CH2:47][CH2:48][CH3:49])[CH2:13][CH2:14][O:15][C:16](=[O:29])[C@H:17]([CH:26]([CH3:28])[CH3:27])[NH:18]C(OC(C)(C)C)=O)=[CH:4][N:3]=1.FC(F)(F)C(O)=O>>[NH2:1][C:2]1[N:10]=[C:9]2[C:5]([N:6]=[CH:7][N:8]2[CH2:11][C@H:12]([CH2:30][O:31][C:32](=[O:50])[CH2:33][CH2:34][CH2:35][CH2:36][CH2:37][CH2:38][CH2:39][CH2:40][CH2:41][CH2:42][CH2:43][CH2:44][CH2:45][CH2:46][CH2:47][CH2:48][CH3:49])[CH2:13][CH2:14][O:15][C:16](=[O:29])[C@H:17]([CH:26]([CH3:28])[CH3:27])[NH2:18])=[CH:4][N:3]=1. Procedure: (R)-2-Amino-9-(2-Stearoyloxymethyl-4-(N-tert-butoxycarbonyl-L-valyloxy)butyl)purine (180 mg, 0.26 mmole) was treated with trifluoroacetic acid (5 ml) at 0° C. for 40 min. It was then evaporated in vacuo and coevaporated successively with toluene and methanol. The residue was freeze-dried overnight to give 195 mg of the desired product. Starting materials: NC1=NC=C(C(=C1N)Cl)Cl (2,3-Diamino-4,5-dichloropyridine), N1(CCOCC1)CCOC1=CC=C(C(=O)O)C=C1 (4-(2-morpholin-4-ylethoxy)benzoic acid). Solvent: O=P(Cl)(Cl)Cl (POCl3). Run at temperature 100 celsius. The product is ClC=1C(=C2C(=NC1)NC(=N2)C2=CC=C(C=C2)OCCN2CCOCC2)Cl (6,7-Dichloro-2-[4-(2-morpholin-4-ylethoxy)phenyl]-3H-imidazo[4,5-b]pyridine), powder. Isolated yield 75.0%. Reaction SMILES: [NH2:1][C:2]1[C:7]([NH2:8])=[C:6]([Cl:9])[C:5]([Cl:10])=[CH:4][N:3]=1.[N:11]1([CH2:17][CH2:18][O:19][C:20]2[CH:28]=[CH:27][C:23]([C:24](O)=O)=[CH:22][CH:21]=2)[CH2:16][CH2:15][O:14][CH2:13][CH2:12]1>O=P(Cl)(Cl)Cl>[Cl:10][C:5]1[C:6]([Cl:9])=[C:7]2[N:8]=[C:24]([C:23]3[CH:27]=[CH:28][C:20]([O:19][CH2:18][CH2:17][N:11]4[CH2:16][CH2:15][O:14][CH2:13][CH2:12]4)=[CH:21][CH:22]=3)[NH:1][C:2]2=[N:3][CH:4]=1. Procedure: 2,3-Diamino-4,5-dichloropyridine (Example 206a) (0.50 g, 2.5 mmol) and 4-(2-morpholin-4-ylethoxy)benzoic acid (Example 206c) (0.80 g, 2.5 mmol) were dissolved in POCl3 (10 ml) and heated to 100° C. for 10 h. The excess of POCl3 was evaporated off and the residue was dissolved in EtOAc and aqueous NaHCO3. The aqueous phase was basified with 10M NaOH and extracted three times with EtOAc. The combined organic phases were washed with brine, dried (Na2SO4) and evaporated in vacuo to afford the title ... The reactants are CC(C)(C)OC(=O)N1C[C@@H](CC1)CC(=O)O (((3S)-1-{[(1,1-dimethylethyl)oxy]carbonyl}-3-pyrrolidinyl)acetic acid), N-[3-(dimethylamino)propyl]-N-ethylcarbodiimide(HCl), C(C)O (ethanol), methyl ester, O.NN (hydrazine monohydrate). The reagents and catalysts are CN(C1=CC=NC=C1)C (N,N-dimethyl-4-pyridinamine). The solvent is C(C)OCC (diethyl ether), CCOCC (ether). Run at time 8 hour. The product is N(N)C(C[C@H]1CN(CC1)C(=O)OC(C)(C)C)=O (1,1-dimethylethyl (3S)-3-(2-hydrazino-2-oxoethyl)-1-pyrrolidinecarboxylate). The yield is 87.6%. Reaction SMILES: [CH3:1][C:2]([O:5][C:6]([N:8]1[CH2:12][CH2:11][C@@H:10]([CH2:13][C:14]([OH:16])=O)[CH2:9]1)=[O:7])([CH3:4])[CH3:3].C(O)C.O.[NH2:21][NH2:22]>C(OCC)C.CN(C)C1C=CN=CC=1>[NH:21]([C:14](=[O:16])[CH2:13][C@@H:10]1[CH2:11][CH2:12][N:8]([C:6]([O:5][C:2]([CH3:4])([CH3:3])[CH3:1])=[O:7])[CH2:9]1)[NH2:22] |f:2.3|. Reported procedure: A solution of ((3S)-1-{[(1,1-dimethylethyl)oxy]carbonyl}-3-pyrrolidinyl)acetic acid (5 g, 21.81 mmol) in diethyl ether (50 mL) was treated with N,N-dimethyl-4-pyridinamine (2.181 mmol), N-[3-(dimethylamino)propyl]-N-ethylcarbodiimide(HCl) (23.99 mmol), and ethanol (48.0 mmol) and was stirred at room temperature overnight. Analysis by LCMS indicated that all starting material had converted to the desired methyl ester. The reaction contents were diluted with ether (100 mL) and washed with saturate...